From a dataset of the Open Reaction Database (ORD), a public repository of structured organic reaction records. describe an organic reaction: reactants, conditions, products, and yield Product: CCOC(=O)c1onc(-c2cccs2)c1CBr. The reactants are O=C(OOC(=O)c1ccccc1)c1ccccc1, ClC(Cl)(Cl)Cl, CCOC(=O)c1onc(-c2cccs2)c1C, O=C1CCC(=O)N1Br. As a reaction SMILES: [C:25]([O:26][O:27][C:28](=[O:29])[c:30]1[cH:31][cH:32][cH:33][cH:34][cH:35]1)(=[O:36])[c:37]1[cH:38][cH:39][cH:40][cH:41][cH:42]1.[C:43]([Cl:44])([Cl:45])([Cl:46])[Cl:47].[CH3:1][c:2]1[c:3](-[c:12]2[s:13][cH:14][cH:15][cH:16]2)[n:4][o:5][c:6]1[C:7](=[O:8])[O:9][CH2:10][CH3:11].[O:17]=[C:18]1[N:19]([Br:24])[C:20](=[O:21])[CH2:22][CH2:23]1>>[CH2:1]([c:2]1[c:3](-[c:12]2[s:13][cH:14][cH:15][cH:16]2)[n:4][o:5][c:6]1[C:7](=[O:8])[O:9][CH2:10][CH3:11])[Br:24]. The reactants are Cl (HCl), C1=C2[C@@H]3[C@H](CN4C2=C(C=C1)OCCC4)CNC3 ((±)-cis-6,7,9,9a,10,11,12,12a-octahydro-5H-[1,4]oxazepino[2,3,4-ij]pyrrolo[3,4-c]quinoline), Cl.Cl.C1=C2[C@@H]3[C@H](CN4C2=C(C=C1)OCCC4)CNC3 ((±)-cis-6,7,9,9a,10,11,12,12a-octahydro-5H-[1,4]oxazepino[2,3,4-ij]pyrrolo[3,4-c]quinoline, bis-hydrochloride salt), C=O (formaldehyde), C(C)(=O)O[BH-](OC(C)=O)OC(C)=O.[Na+] (sodium triacetoxyborohydride), residue. Run in CCOCC (ether), CCOCC (ether), C(C)(=O)O (acetic acid), ClCCCl (1,2-dichloroethane), C(C)O (ethanol). Conditions: time 1 hour. Product: Cl.Cl.CN1C[C@H]2CN3C4=C(C=CC=C4[C@H]2C1)OCCC3 ((±)-cis-11-methyl-6,7,9,9a,10,11,12,12a-octahydro-5H-[1,4]oxazepino[2,3,4-ij]pyrrolo[3,4-c]quinoline, bis-hydrochloride salt). As a reaction SMILES: [CH:1]1[CH:10]=[CH:9][C:8]2[O:11][CH2:12][CH2:13][CH2:14][N:6]3[C:7]=2[C:2]=1[C@H:3]1[CH2:17][NH:16][CH2:15][C@H:4]1[CH2:5]3.[ClH:18].Cl.[CH:20]1C=CC2OCCCN3C=2C=1[C@H]1CNC[C@H]1C3.C=O.C(O[BH-](OC(=O)C)OC(=O)C)(=O)C.[Na+].Cl>ClCCCl.C(O)C.CCOCC.C(O)(=O)C>[ClH:18].[ClH:18].[CH3:20][N:16]1[CH2:17][C@H:3]2[C@H:4]([CH2:5][N:6]3[CH2:14][CH2:13][CH2:12][O:11][C:8]4[CH:9]=[CH:10][CH:1]=[C:2]2[C:7]3=4)[CH2:15]1 |f:1.2.3,5.6,12.13.14|. Reported procedure: To a solution of (±)-cis-6,7,9,9a,10,11,12,12a-octahydro-5H-[1,4]oxazepino[2,3,4-ij]pyrrolo[3,4-c]quinoline trifluroracetic acid salt from EXAMPLE 121 (100 mg, 0.29 mmol) in 10 mL of 1,2-dichloroethane was added 37% aqueous formaldehyde (0.05 mL, 0.58 mmol) and sodium triacetoxyborohydride (0.19 g, 0.87 mmol) and a couple drops of acetic acid. The resulting mixture was stirred at ambient temperature for 1 h and then the reaction was quenched with water. The mixture was partitioned between chloro... Reactants: NC1=NC(=CC(=N1)N)C (2,4-diamino-6-methyl pyrimidine), [OH-].[Na+] (sodium hydroxide), N(=O)[O-].[Na+] (sodium nitrite), IC1=CC=C(N)C=C1 (p-Iodo aniline), NC(=O)N (urea), N(=O)[O-].[Na+] (sodium nitrite), IC1=CC=C(N)C=C1 (p-iodo aniline), IC1=CC=C(N)C=C1 (p-iodo aniline), N1=CN=CC=C1 (pyrimidine), N(=O)[O-].[Na+] (sodium nitrite). The solvent is O (water), ice-salt, O (water), C(C)O (ethanol), solution, Cl (HCl). Run at temperature -5 celsius. Procedure: A solution of 2,4-diamino-6-methyl pyrimidine (1.0 gm) in water (60 ml) was cooled to 0° C in ice-salt bath and stirred mechanically. p-Iodo aniline (1.84 gm) was dissolved in ethanol (30 ml) and to this solution 3 N HCl (30 ml) was added. The solution was then cooled to -5° C. A solution of sodium nitrite (0.567 gm) in water (5 ml) was also cooled to 0° C. The sodium nitrite solution was then added to the p-iodo aniline solution. After shaking thoroughly, excess sodium nitrite was decomposed wi... Reaction SMILES: [NH2:1][C:2]1[N:7]=[C:6]([NH2:8])[CH:5]=[C:4]([CH3:9])[N:3]=1.[I:10][C:11]1[CH:17]=[CH:16][C:14]([NH2:15])=[CH:13][CH:12]=1.[N:18]([O-])=O.[Na+].NC(N)=O.N1C=CC=NC=1.[OH-].[Na+]>O.C(O)C.Cl>[NH2:1][C:2]1[N:7]=[C:6]([NH2:8])[C:5]([N:18]=[N:15][C:14]2[CH:16]=[CH:17][C:11]([I:10])=[CH:12][CH:13]=2)=[C:4]([CH3:9])[N:3]=1 |f:2.3,6.7|. Product: NC1=NC(=C(C(=N1)N)N=NC1=CC=C(C=C1)I)C (2,4-Diamino-6-methyl-5-(p-iodophenylazo) pyrimidine). Reactants: C[Si](C)(C)C(C)O (trimethylsilylethanol), C(C(C)C)OC(=O)Cl (isobutylchloroformate), solution, C(C)(C)(C)OC(=O)N[C@@H](CC(C(O)=O)OC(C)(C)C)C(=O)N[C@@H](CSCNC(C)=O)C(=O)[C@@](C(=O)O)(O)[C@@H](O)[C@H](O)[C@H](O)CN (N-(t-butoxycarbonyl)-γ-(t-butoxy)-L-glutamyl-S-acetamidomethyl-L-cysteinyl-6-amino-6-deoxy-D-gluconic acid), CN1CCOCC1 (N-methylmorpholine). The solvent is CN(C=O)C (dimethylformamide), CN(C=O)C (dimethylformamide). Reaction conditions: time 20 minute. Yields the product C[Si](C)(C)CCOC(=O)[C@](O)([C@@H](O)[C@H](O)[C@H](O)CN)C([C@@H](NC([C@@H](NC(=O)OC(C)(C)C)CC(C(O)=O)OC(C)(C)C)=O)CSCNC(C)=O)=O (N-(t-butoxycarbonyl)-γ-(t-butoxy)-L-glutamyl-S-acetamidomethyl-L-cysteinyl-6-amino-6-deoxy-D-gluconic acid trimethylsilylethyl ester). Reaction SMILES: [C:1]([O:5][C:6]([NH:8][C@H:9]([C:20]([NH:22][C@H:23]([C:31]([C@:33]([C@H:38]([C@@H:40]([C@@H:42]([CH2:44][NH2:45])[OH:43])[OH:41])[OH:39])([OH:37])[C:34]([OH:36])=[O:35])=[O:32])[CH2:24][S:25][CH2:26][NH:27][C:28](=[O:30])[CH3:29])=[O:21])[CH2:10][CH:11]([O:15][C:16]([CH3:19])([CH3:18])[CH3:17])[C:12](=[O:14])[OH:13])=[O:7])([CH3:4])([CH3:3])[CH3:2].CN1CCOCC1.C(OC(Cl)=O)C(C)C.[CH3:61][Si:62]([CH:65](O)[CH3:66])([CH3:64])[CH3:63]>CN(C)C=O>[CH3:61][Si:62]([CH2:65][CH2:66][O:35][C:34]([C@@:33]([C:31](=[O:32])[C@H:23]([CH2:24][S:25][CH2:26][NH:27][C:28](=[O:30])[CH3:29])[NH:22][C:20](=[O:21])[C@H:9]([CH2:10][CH:11]([O:15][C:16]([CH3:19])([CH3:18])[CH3:17])[C:12](=[O:13])[OH:14])[NH:8][C:6]([O:5][C:1]([CH3:2])([CH3:3])[CH3:4])=[O:7])([C@H:38]([C@@H:40]([C@@H:42]([CH2:44][NH2:45])[OH:43])[OH:41])[OH:39])[OH:37])=[O:36])([CH3:64])[CH3:63]. Reported procedure: To 5 mL of a solution containing 1 mmol of the above acid 5, anhydrous dimethylformamide, and 1 mmol of N-methylmorpholine maintained at 0°-5° C., 1 mmol of isobutylchloroformate is added, and the mixture is kept at this temperature for 20 minutes. To this solution is added a solution of 1 mmol of trimethylsilylethanol in 2 mL of anhydrous dimethylformamide (previously cooled to 0°-5° C.), and the solution is stirred for 1 hour at this temperature and allowed to come to room temperature. The sol... Reactants: CSC(=NC(=O)OC(C)(C)C)NC(=O)OC(C)(C)C, C1CCOC1, O, NCc1ccc(O)cc1. The product is CC(C)(C)OC(=O)NC(=NCc1ccc(O)cc1)NC(=O)OC(C)(C)C. As a reaction SMILES: [C:11]([CH3:12])([CH3:13])([CH3:14])[O:15][C:16](=[O:17])[NH:18][C:19]([S:20][CH3:21])=[N:22][C:23](=[O:24])[O:25][C:26]([CH3:27])([CH3:28])[CH3:29].[CH2:30]1[O:31][CH2:32][CH2:33][CH2:34]1.[OH2:1].[OH:2][c:3]1[cH:4][cH:5][c:6]([CH2:7][NH2:8])[cH:9][cH:10]1>>[OH:2][c:3]1[cH:4][cH:5][c:6]([CH2:7][N:8]=[C:19]([NH:18][C:16]([O:15][C:11]([CH3:12])([CH3:13])[CH3:14])=[O:17])[NH:22][C:23](=[O:24])[O:25][C:26]([CH3:27])([CH3:28])[CH3:29])[cH:9][cH:10]1.